Dataset: the Open Reaction Database (ORD), a public repository of structured organic reaction records. Task: describe an organic reaction: reactants, conditions, products, and yield The reactants are CCO, NN, O, COC(=O)c1ccc2[nH]ccc2c1. As a reaction SMILES: [CH3:17][CH2:18][OH:19].[NH2:15][NH2:16].[OH2:14].[nH:1]1[cH:2][cH:3][c:4]2[cH:5][c:6]([C:10]([O:12][CH3:11])=[O:13])[cH:7][cH:8][c:9]12>>[nH:1]1[cH:2][cH:3][c:4]2[cH:5][c:6]([C:10](=[O:12])[NH:15][NH2:16])[cH:7][cH:8][c:9]12. Product: NNC(=O)c1ccc2[nH]ccc2c1. Reactants: N (ammonia), C(C)(=O)NC(C(=O)OCC)C(=O)C (ethyl 2-acetamidoacetoacetate). Run in C(C)O (ethanol), ice. Run at temperature 23 celsius, time 8 hour. Product: C(C)(=O)NC(C(=O)OCC)=C(C)N (ethyl 2-acetamido-3-aminobut-2-enoate). As a reaction SMILES: [NH3:1].[C:2]([NH:5][CH:6]([C:12]([CH3:14])=O)[C:7]([O:9][CH2:10][CH3:11])=[O:8])(=[O:4])[CH3:3]>C(O)C>[C:2]([NH:5][C:6](=[C:12]([NH2:1])[CH3:14])[C:7]([O:9][CH2:10][CH3:11])=[O:8])(=[O:4])[CH3:3]. Procedure details: A solution of 0.054 mmol of ammonia in ethanol was added dropwise to 0.054 mol of ethyl 2-acetamidoacetoacetate in 40 ml of ice cold ethanol over a period of 10 minutes. The reaction vessel was tightly capped and allowed to stir overnight at 23° C., after which the solvent was removed at reduced pressure to provide ethyl 2-acetamido-3-aminobut-2-enoate in a 3/1 ratio of two geometrical isomers. The product is CC(CC(=O)NN1C(C2=CC=CC=C2C(=N1)S(=O)(=O)C1=CC=CC=C1)=O)(C)C1=CC=CC=C1 (3-methyl-N-[1-oxo-4-(phenylsulfonyl)phthalazin-2(1H)-yl]-3-phenylbutanamide). RXN SMILES: [NH2:1][N:2]1[N:11]=[C:10]([S:12]([C:15]2[CH:20]=[CH:19][CH:18]=[CH:17][CH:16]=2)(=[O:14])=[O:13])[C:9]2[C:4](=[CH:5][CH:6]=[CH:7][CH:8]=2)[C:3]1=[O:21].[CH3:22][C:23]([C:29]1[CH:34]=[CH:33][CH:32]=[CH:31][CH:30]=1)([CH3:28])[CH2:24][C:25](O)=[O:26]>>[CH3:28][C:23]([C:29]1[CH:34]=[CH:33][CH:32]=[CH:31][CH:30]=1)([CH3:22])[CH2:24][C:25]([NH:1][N:2]1[N:11]=[C:10]([S:12]([C:15]2[CH:16]=[CH:17][CH:18]=[CH:19][CH:20]=2)(=[O:14])=[O:13])[C:9]2[C:4](=[CH:5][CH:6]=[CH:7][CH:8]=2)[C:3]1=[O:21])=[O:26]. Procedure details: The product from Example 68B and 3-methyl-3-phenylbutanoic acid were processed using a method similar to that described in Example 10C to afford the title compound. 1H NMR (500 MHz, DMSO-d6) δ 11.45 (s, 1H), 8.56 (d, J=8.2, 1H), 8.41-8.34 (m, 1H), 8.14-8.08 (m, 1H), 8.04-7.96 (m, 3H), 7.84-7.77 (m, 1H), 7.68 (dd, J=10.8, 5.0, 2H), 7.38 (dd, J=8.4, 1.1, 2H), 7.33-7.27 (m, 2H), 7.20-7.14 (m, 1H), 2.54 (s, 2H), 1.32 (s, 6H); MS (DCI+) M/Z 479 (M+NH4)+. The reactants are NN1C(C2=CC=CC=C2C(=N1)S(=O)(=O)C1=CC=CC=C1)=O (2-amino-4-(phenylsulfonyl)phthalazin-1(2H)-one), CC(CC(=O)O)(C)C1=CC=CC=C1 (3-methyl-3-phenylbutanoic acid). Procedure: 6-Hydroxy-9-methoxy-11H-indeno[1,2-c]quinolin-11-one O-2-pyrrolidin-1-yl)ethyl oxime (6bb) was prepared substantially according to the procedures as set forth in the above Synthesis Example 18, except that compound 6c and 1-(2-chloroethyl)pyrrolidine·HCl were used in place of compound 5x and epichlorohydrin, respectively, giving the title compound at a yield of 46%. RXN SMILES: [OH:1][C:2]1[C:11]2[C:12]3[CH:13]=[CH:14][C:15]([O:21][CH3:22])=[CH:16][C:17]=3[C:18](=[N:19][OH:20])[C:10]=2[C:9]2[C:4](=[CH:5][CH:6]=[CH:7][CH:8]=2)[N:3]=1.Cl[CH2:24][CH2:25][N:26]1[CH2:30][CH2:29][CH2:28][CH2:27]1.Cl.COC1C=CC2C3C(N4CCNCC4)=NC4C(C=3C(=O)C=2C=1)=CC=CC=4.C(C1OC1)Cl>>[N:26]1([CH2:25][CH2:24][O:20][N:19]=[C:18]2[C:10]3[C:9]4[C:4](=[CH:5][CH:6]=[CH:7][CH:8]=4)[N:3]=[C:2]([OH:1])[C:11]=3[C:12]3[CH:13]=[CH:14][C:15]([O:21][CH3:22])=[CH:16][C:17]2=3)[CH2:30][CH2:29][CH2:28][CH2:27]1 |f:1.2|. The yield is 46.0%. Starting materials: COC1=CC=2C(C3=C(C(=NC4=CC=CC=C34)N3CCNCC3)C2C=C1)=O (9-Methoxy-6-(piperazin-1-yl)-11H-indeno[1,2-c]quinolin-11-one), 6-Hydroxy-9-methoxy-11H-indeno[1,2-c]quinolin-11-one O-2-pyrrolidin-1-yl, OC1=NC2=CC=CC=C2C2=C1C=1C=CC(=CC1C2=NO)OC (6-Hydroxy-9-methoxy-11H-indeno[1,2-c]quinolin-11-one oxime), ClCCN1CCCC1.Cl (1-(2-chloroethyl)pyrrolidine·HCl), C(Cl)C1CO1 (epichlorohydrin). Product: ethyl oxime, N1(CCCC1)CCON=C1C=2C=C(C=CC2C=2C(=NC3=CC=CC=C3C21)O)OC (6-hydroxy-9-methoxy-11H-indeno[1,2-c]quinolin-11-one O-2-(pyrrolidin-1-yl)ethyl oxime). Reactants: CC1(CC=C(C=2C=C(C=CC12)C#CC1=CC=C(C(=O)OCC)C=C1)SCC)C (ethyl 4-[(7,8-dihydro-8,8-dimethyl-5-ethylthionaphth-3-yl)ethynyl]benzoate), CC1(CC=C(C=2C=C(C=CC12)C#CC1=CC=C(C(=O)OCC)C=C1)SCC)C (ethyl 4-[(7,8-dihydro-8,8-dimethyl-5-ethylthionaphth-3-yl)ethynyl]benzoate), [OH-].[K+] (KOH). The solvent is C(C)O (ethanol). Conditions: temperature 50 celsius. The product is CC1(CC=C(C=2C=C(C=CC12)C#CC1=CC=C(C(=O)O)C=C1)SCC)C (4-[(7,8-dihydro-8,8-dimethyl-5-ethylthionaphth-3-yl)ethynyl]benzoic acid). RXN SMILES: [CH3:1][C:2]1([CH3:28])[C:11]2[CH:10]=[CH:9][C:8]([C:12]#[C:13][C:14]3[CH:24]=[CH:23][C:17]([C:18]([O:20]CC)=[O:19])=[CH:16][CH:15]=3)=[CH:7][C:6]=2[C:5]([S:25][CH2:26][CH3:27])=[CH:4][CH2:3]1.[OH-].[K+]>C(O)C>[CH3:1][C:2]1([CH3:28])[C:11]2[CH:10]=[CH:9][C:8]([C:12]#[C:13][C:14]3[CH:15]=[CH:16][C:17]([C:18]([OH:20])=[O:19])=[CH:23][CH:24]=3)=[CH:7][C:6]=2[C:5]([S:25][CH2:26][CH3:27])=[CH:4][CH2:3]1 |f:1.2|. Procedure details: To a solution of 150 mg (0.38 mmol) of ethyl 4-[(7,8-dihydro-8,8-dimethyl-5-ethylthionaphth-3-yl)ethynyl]benzoate (Compound 151) in 4 ml of ethanol was added 1 ml of KOH (2N aqueous solution). The solution was heated to 50° C. for two hours, cooled to room temperature, concentrated in vacuo, diluted with dichloromethane (5 ml) and acidified with 10% aqueous HCl at 0° C. The layers were separated and the aqueous layer was extracted with dichloromethane (2×). The organic layers were combined, wash...